Dataset: the Open Reaction Database (ORD), a public repository of structured organic reaction records. Task: describe an organic reaction: reactants, conditions, products, and yield Isolated yield 45.0%. Procedure details: 6-Chloro 9-[2-(acetoxymethyl)-4-(diethoxyphosphoryl)-butoxy]-2-formamidopurine (0.110 g, 0.23 mmol) was dissolved in ethanolic ammonia solution (5 ml) and the resulting reaction mixture was kept at 110°0 C. for 6 hours. The solution was allowed to cool, the solvent was evaporated and the residue chromatographed on silica gel (eluting with chloroform 9:1) to yield the title compound (40 mg, 45%). 1H NMR: δH [(CD3)2SO] 1.22 (6H, t, (OCH2CH3)2), 1.76 (5H, m, CHCH2CH2P), 3.49 (2H, br.s, CH2OH), 3.99... The product is NC1=NC(=C2N=CN(C2=N1)OCC(CCP(=O)(OCC)OCC)CO)N (2,6-Diamino-9-[2-(hydroxymethyl)-4-(diethoxyphosphoryl)butoxy]purine). Run at time 6 hour. As a reaction SMILES: Cl[C:2]1[N:10]=[C:9]([NH:11]C=O)[N:8]=[C:7]2[C:3]=1[N:4]=[CH:5][N:6]2[O:14][CH2:15][CH:16]([CH2:27][O:28]C(=O)C)[CH2:17][CH2:18][P:19]([O:24][CH2:25][CH3:26])([O:21][CH2:22][CH3:23])=[O:20].[NH3:32]>>[NH2:11][C:9]1[N:8]=[C:7]2[C:3]([N:4]=[CH:5][N:6]2[O:14][CH2:15][CH:16]([CH2:27][OH:28])[CH2:17][CH2:18][P:19]([O:21][CH2:22][CH3:23])([O:24][CH2:25][CH3:26])=[O:20])=[C:2]([NH2:32])[N:10]=1. The reactants are ClC1=C2N=CN(C2=NC(=N1)NC=O)OCC(CCP(=O)(OCC)OCC)COC(C)=O (6-Chloro 9-[2-(acetoxymethyl)-4-(diethoxyphosphoryl)-butoxy]-2-formamidopurine), N (ammonia). Reactants: C(C=O)(=O)O (glyoxylic acid), CON=C[C@@H]([C@@H]([C@H](COCC1=CC=CC=C1)Br)OCC1=CC=CC=C1)F ((2S,3S,4S)-4-bromo-2-fluoro-3,5-bis(benzyloxy)pentanal O-methyloxime), C(C)(=O)OCC (ethyl acetate), O (water). Run in O1CCCC1 (tetrahydrofuran). Run at temperature 70 celsius, time 4.83 hour. Yields the product Br[C@H]([C@H]([C@@H](C=O)F)OCC1=CC=CC=C1)COCC1=CC=CC=C1 ((2S,3S,4S)-4-bromo-2-fluoro-3,5-bis(benzyloxy)pentanal). Reaction SMILES: C(O)(=O)C=[O:3].CON=[CH:9][C@H:10]([F:31])[C@H:11]([O:23][CH2:24][C:25]1[CH:30]=[CH:29][CH:28]=[CH:27][CH:26]=1)[C@@H:12]([Br:22])[CH2:13][O:14][CH2:15][C:16]1[CH:21]=[CH:20][CH:19]=[CH:18][CH:17]=1.C(OCC)(=O)C.O>O1CCCC1>[Br:22][C@@H:12]([CH2:13][O:14][CH2:15][C:16]1[CH:21]=[CH:20][CH:19]=[CH:18][CH:17]=1)[C@@H:11]([O:23][CH2:24][C:25]1[CH:30]=[CH:29][CH:28]=[CH:27][CH:26]=1)[C@H:10]([F:31])[CH:9]=[O:3]. Reported procedure: 3.3 mL of a 50% glyoxylic acid aqueous solution was added to a solution of 662 mg of the (2S,3S,4S)-4-bromo-2-fluoro-3,5-bis(benzyloxy)pentanal O-methyloxime in 6.6 mL of tetrahydrofuran, and the obtained mixture was then stirred at 70° C. for 4.83 hours. Thereafter, ethyl acetate and water were added to the reaction mixture. The organic layer was fractionated, and it was washed with a sodium hydrogen carbonate aqueous solution, and was then dried over anhydrous magnesium sulfate. The solvent wa...